Dataset: the Open Reaction Database (ORD), a public repository of structured organic reaction records. Task: describe an organic reaction: reactants, conditions, products, and yield Starting materials: NC1=C(C(=NC2=CC=CC(=C12)OC[C@H](CC)N)C)C(=O)OCC ((S)-ethyl 4-amino-5-(2-aminobutoxy)-2-methylquinoline-3-carboxylate), O1C2=C(OCC1)C=C(C=C2)C(=O)O (2,3-dihydrobenzo[b][1,4]dioxine-6-carboxylic acid). Yields the product NC1=C(C(=NC2=CC=CC(=C12)OC[C@H](CC)NC(=O)C1=CC2=C(OCCO2)C=C1)C)C(=O)OCC ((S)-ethyl 4-amino-5-(2-(2,3-dihydrobenzo[b][1,4]dioxine-6-carboxamido) butoxy)-2-methylquinoline-3-carboxylate). RXN SMILES: [NH2:1][C:2]1[C:11]2[C:6](=[CH:7][CH:8]=[CH:9][C:10]=2[O:12][CH2:13][C@@H:14]([NH2:17])[CH2:15][CH3:16])[N:5]=[C:4]([CH3:18])[C:3]=1[C:19]([O:21][CH2:22][CH3:23])=[O:20].[O:24]1[CH2:29][CH2:28][O:27][C:26]2[CH:30]=[C:31]([C:34](O)=[O:35])[CH:32]=[CH:33][C:25]1=2>>[NH2:1][C:2]1[C:11]2[C:6](=[CH:7][CH:8]=[CH:9][C:10]=2[O:12][CH2:13][C@@H:14]([NH:17][C:34]([C:31]2[CH:32]=[CH:33][C:25]3[O:24][CH2:29][CH2:28][O:27][C:26]=3[CH:30]=2)=[O:35])[CH2:15][CH3:16])[N:5]=[C:4]([CH3:18])[C:3]=1[C:19]([O:21][CH2:22][CH3:23])=[O:20]. Procedure: Prepared as in Example 24a from (S)-ethyl 4-amino-5-(2-aminobutoxy)-2-methylquinoline-3-carboxylate (Example 97b) and 2,3-dihydrobenzo[b][1,4]dioxine-6-carboxylic acid as brown solid (46%). MS 480 (MH+). Starting materials: CCN1C(=O)Cc2cc(C3(C)OCCO3)ccc21, CO, COC(=O)OC, [Na]. The product is CCN1C(=O)C(C(=O)OC)c2cc(C3(C)OCCO3)ccc21. RXN SMILES: [CH2:8]([CH3:9])[N:10]1[C:11](=[O:25])[CH2:12][c:13]2[cH:14][c:15]([C:19]3([CH3:24])[O:20][CH2:21][CH2:22][O:23]3)[cH:16][cH:17][c:18]21.[CH3:26][OH:27].[CH3:2][O:3][C:4](=[O:5])[O:6][CH3:7].[Na:1]>>[CH3:2][O:3][C:4](=[O:5])[CH:12]1[C:11](=[O:25])[N:10]([CH2:8][CH3:9])[c:18]2[c:13]1[cH:14][c:15]([C:19]1([CH3:24])[O:20][CH2:21][CH2:22][O:23]1)[cH:16][cH:17]2. RXN SMILES: [Cl:1][C:2]1[CH:19]=[C:18]([C:20]([F:23])([F:22])[F:21])[CH:17]=[CH:16][C:3]=1[O:4][C:5]1[CH:15]=[CH:14][C:8]([O:9][CH:10]([CH3:13])[CH:11]=[O:12])=[CH:7][CH:6]=1.[C-:24]#[N:25].[Na+].[C:27](Cl)(=[O:31])[O:28][CH2:29][CH3:30].[C-]#N.[K+].C1OCCOCCOCCOCCOCCOC1>S([O-])(O)(=O)=O.C([N+](CCCC)(CCCC)CCCC)CCC.C(OCC)C.C(Cl)Cl>[CH2:29]([O:28][C:27]([O:12][CH:11]([CH:10]([O:9][C:8]1[CH:7]=[CH:6][C:5]([O:4][C:3]2[CH:16]=[CH:17][C:18]([C:20]([F:22])([F:21])[F:23])=[CH:19][C:2]=2[Cl:1])=[CH:15][CH:14]=1)[CH3:13])[C:24]#[N:25])=[O:31])[CH3:30] |f:1.2,4.5,7.8|. Conditions: time 8 hour. Starting materials: ClC1=C(OC2=CC=C(OC(C=O)C)C=C2)C=CC(=C1)C(F)(F)F (2-[4-(2-chloro-4-trifluoromethylphenoxy)phenoxy]propionaldehyde), [C-]#N.[Na+] (sodium cyanide), C(OCC)(=O)Cl (ethyl chlorocarbonate), C(OCC)(=O)Cl (ethyl chlorocarbonate), [C-]#N.[Na+] (sodium cyanide), C1COCCOCCOCCOCCOCCO1 (18-crown-6), [C-]#N.[K+] (potassium cyanide), C(OCC)(=O)Cl (ethyl chlorocarbonate). Yields the product C(C)OC(=O)OC(C#N)C(C)OC1=CC=C(C=C1)OC1=C(C=C(C=C1)C(F)(F)F)Cl (2-ethoxycarbonyloxy-3-[4-(2-chloro-4-trifluoromethylphenoxy)-phenoxy]butyronitrile). Procedure details: To a 100 milliliter flask provided with a magnetic stirring bar and a drying tube were charged 0.5 gram of 2-[4-(2-chloro-4-trifluoromethylphenoxy)phenoxy]propionaldehyde, 0.5 gram of sodium cyanide, 0.12 gram of tetrabutyl ammonium hydrogen sulfate, 30 milliliters of methylene chloride and 0.2 milliliter of ethyl chlorocarbonate. After stirring overnight at room temperature, TLC analysis indicated the presence of a considerable amount of unreacted starting material so an additional 0.5 gram of ... Reagents/catalysts: S(=O)(=O)(O)[O-].C(CCC)[N+](CCCC)(CCCC)CCCC (tetrabutyl ammonium hydrogen sulfate). The solvent is C(Cl)Cl (methylene chloride), C(C)OCC (diethyl ether), C(Cl)Cl (methylene chloride). Starting materials: [N+](=O)([O-])C=1C=C(C=CC1)C1SCC(N1)C(=O)O (3-nitrophenyl-4-thiazolidinecarboxylic acid), C(CCCCCC(=O)Cl)(=O)Cl (heptanedioyl dichloride). The solvent is C([O-])([O-])=O.[Na+].[Na+] (sodium carbonate). Reaction conditions: time 1 hour. Yields the product C(CCCCCC(=O)N1C(SC[C@H]1C(=O)O)C1=CC(=CC=C1)[N+](=O)[O-])(=O)N1C(SC[C@H]1C(=O)O)C1=CC(=CC=C1)[N+](=O)[O-] ((4R,4'R)-3,3'-(Heptanedioyl)bis[2-(3-nitrophenyl)-4-thiazolidinecarboxylic acid]). The yield is 74.1%. Reaction SMILES: [N+:1]([C:4]1[CH:5]=[C:6]([CH:10]2[NH:14][CH:13]([C:15]([OH:17])=[O:16])[CH2:12][S:11]2)[CH:7]=[CH:8][CH:9]=1)([O-:3])=[O:2].[C:18](Cl)(=[O:27])[CH2:19][CH2:20][CH2:21][CH2:22][CH2:23][C:24](Cl)=[O:25]>C(=O)([O-])[O-].[Na+].[Na+]>[C:18]([N:14]1[C@H:13]([C:15]([OH:17])=[O:16])[CH2:12][S:11][CH:10]1[C:6]1[CH:7]=[CH:8][CH:9]=[C:4]([N+:1]([O-:3])=[O:2])[CH:5]=1)(=[O:27])[CH2:19][CH2:20][CH2:21][CH2:22][CH2:23][C:24]([N:14]1[C@H:13]([C:15]([OH:17])=[O:16])[CH2:12][S:11][CH:10]1[C:6]1[CH:7]=[CH:8][CH:9]=[C:4]([N+:1]([O-:3])=[O:2])[CH:5]=1)=[O:25] |f:2.3.4|. Procedure: To a stirred solution of (4R)-2-(3-nitrophenyl-4-thiazolidinecarboxylic acid (5.1 g) in 1M sodium carbonate (40 ml), heptanedioyl dichloride (2.1 g) was added dropwise under ice-cooling. The reaction mixture was stirred for 1 hour at the same temperature, and the separated crystals were filtered to give 4.7 g (69%) of the titled compound as disodium salt: mp 111°-113° C. (dec.) (water); [α]D25 +88.2° (c=0.5, methanol). IR (nujol, cm-1): 1635 (CON), 1585 (COO-), 1520 and 1355 (NO2), 1095, 730. TL... Reactants: Cc1sc(-c2ccccc2)nc1COc1ccc(CO)cc1, CN(C)C=O, N#Cc1cccnc1Cl, [H-], [Na+], O. Yields the product Cc1sc(-c2ccccc2)nc1COc1ccc(COc2ncccc2C#N)cc1. Reaction SMILES: [CH3:1][c:2]1[c:3]([CH2:13][O:14][c:15]2[cH:16][cH:17][c:18]([CH2:21][OH:22])[cH:19][cH:20]2)[n:4][c:5](-[c:7]2[cH:8][cH:9][cH:10][cH:11][cH:12]2)[s:6]1.[CH3:32][N:33]([CH3:34])[CH:35]=[O:36].[Cl:23][c:24]1[n:25][cH:26][cH:27][cH:28][c:29]1[C:30]#[N:31].[H-:37].[Na+:38].[OH2:39]>>[CH3:1][c:2]1[c:3]([CH2:13][O:14][c:15]2[cH:16][cH:17][c:18]([CH2:21][O:22][c:24]3[n:25][cH:26][cH:27][cH:28][c:29]3[C:30]#[N:31])[cH:19][cH:20]2)[n:4][c:5](-[c:7]2[cH:8][cH:9][cH:10][cH:11][cH:12]2)[s:6]1. Starting materials: C(C1=CC=CC=C1)OC=1C=2N(C=CC1)C(=CN2)I (8-benzyloxy-3-iodo-imidazo[1,2-α]pyridine), [Li]CCCC (n-BuLi), C(C)(P(OCC)(=O)OCC)P(OCC)(=O)OCC (tetraethyl ethane-1,1-bisphosphonate). The solvent is hexanes, C1CCOC1 (THF), C1CCOC1 (THF). Reaction conditions: time 10 minute. The product is C(C)OP(OCC)(=O)C(CC1=CN=C2N1C=CC=C2OCC2=CC=CC=C2)P(=O)(OCC)OCC ([2-(8-benzyloxy-imidazo[1,2-α]pyridin-3-yl)-1-(diethoxy-phosphoryl)-ethyl]-phosphonic acid diethyl ester). Isolated yield 69.0%. RXN SMILES: [CH2:1]([O:8][C:9]1[C:10]2[N:11]([C:15](I)=[CH:16][N:17]=2)[CH:12]=[CH:13][CH:14]=1)[C:2]1[CH:7]=[CH:6][CH:5]=[CH:4][CH:3]=1.[Li]CCCC.[CH:24]([P:34]([O:39][CH2:40][CH3:41])(=[O:38])[O:35][CH2:36][CH3:37])([P:26]([O:31][CH2:32][CH3:33])(=[O:30])[O:27][CH2:28][CH3:29])[CH3:25]>C1COCC1>[CH2:36]([O:35][P:34]([CH:24]([P:26]([O:31][CH2:32][CH3:33])([O:27][CH2:28][CH3:29])=[O:30])[CH2:25][C:15]1[N:11]2[CH:12]=[CH:13][CH:14]=[C:9]([O:8][CH2:1][C:2]3[CH:7]=[CH:6][CH:5]=[CH:4][CH:3]=3)[C:10]2=[N:17][CH:16]=1)(=[O:38])[O:39][CH2:40][CH3:41])[CH3:37]. Procedure: As shown in FIG. 6, 8-Benzyloxy-3-iodo-imidazo[1,2-α]pyridine 31 (Example 20).(7.0 g, 20 mmol) in anhydrous THF (200 mL) was stirred at −78° C., under argon, then n-BuLi (2.5 M, 16.0 mL, 40 mmol) in hexanes was added slowly, keeping the temperature below −70° C. . The resulting mixture was stirred for 10 min, then tetraethyl ethene-1,1-bisphosphonate 3 (6.0 g, 20.0 mmol) in anhydrous THF (20 mL) was added slowly, keeping the temperature below −70° C. The reaction mixture was stirred for an addit... The reactants are CCOc1cc(Cl)c(S(C)(=O)=O)cc1C(=O)O, C=[N+]=[N-], C1CCOC1. Yields the product CCOc1cc(Cl)c(S(C)(=O)=O)cc1C(=O)OC. As a reaction SMILES: [Cl:1][c:2]1[cH:3][c:4]([O:15][CH2:16][CH3:17])[c:5]([C:6](=[O:7])[OH:8])[cH:9][c:10]1[S:11](=[O:12])(=[O:13])[CH3:14].[N+:18](=[N-:19])=[CH2:20].[O:21]1[CH2:22][CH2:23][CH2:24][CH2:25]1>>[Cl:1][c:2]1[cH:3][c:4]([O:15][CH2:16][CH3:17])[c:5]([C:6]([O:7][CH3:20])=[O:8])[cH:9][c:10]1[S:11](=[O:12])(=[O:13])[CH3:14]. The reactants are ClC1=CC(=C(C(=C1C)[N+](=O)[O-])C1=CC(=CC=C1)F)C(C)=O (1-(4-chloro-3′-fluoro-5-methyl-6-nitrobiphenyl-2-yl)ethanone), C(C)(=O)[O-].[NH4+] (ammonium acetate), C(#N)[BH3-].[Na+] (sodium cyanoborohydride). Solvent: CO (methanol), C(C)#N (acetonitrile). Reaction conditions: temperature 65 celsius. The product is ClC1=CC(=C(C(=C1C)[N+](=O)[O-])C1=CC(=CC=C1)F)C(C)N (1-(4-Chloro-3′-fluoro-5-methyl-6-nitrobiphenyl-2-yl)ethanamine). RXN SMILES: [Cl:1][C:2]1[C:7]([CH3:8])=[C:6]([N+:9]([O-:11])=[O:10])[C:5]([C:12]2[CH:17]=[CH:16][CH:15]=[C:14]([F:18])[CH:13]=2)=[C:4]([C:19](=O)[CH3:20])[CH:3]=1.C([O-])(=O)C.[NH4+].C([BH3-])#[N:28].[Na+]>CO.C(#N)C>[Cl:1][C:2]1[C:7]([CH3:8])=[C:6]([N+:9]([O-:11])=[O:10])[C:5]([C:12]2[CH:17]=[CH:16][CH:15]=[C:14]([F:18])[CH:13]=2)=[C:4]([CH:19]([NH2:28])[CH3:20])[CH:3]=1 |f:1.2,3.4|. Procedure details: A mixture of 1-(4-chloro-3′-fluoro-5-methyl-6-nitrobiphenyl-2-yl)ethanone (50 mg, 0.2 mmol) and ammonium acetate (130 mg, 1.7 mmol) in methanol (1 mL) and acetonitrile (1 mL) was heated at 65° C., in a sealed tube, for 30 min. The mixture was cooled to room temperature and sodium cyanoborohydride (22 mg, 0.35 mmol) was added. The reaction was heated at 65° C. for another 4 hours, cooled to room temperature, quenched with saturated sodium bicarbonate, and extracted with dichloromethane. The combi...